From a dataset of the Open Reaction Database (ORD), a public repository of structured organic reaction records. describe an organic reaction: reactants, conditions, products, and yield Reactants: CCC(CC)c1cc(C)nc2c(-c3cnc(-c4ncnn4C)s3)c(C)nn12, CC#N, O=C1CCC(=O)N1Cl, ClCCl. Product: CCC(CC)c1cc(C)nc2c(-c3sc(-c4ncnn4C)nc3Cl)c(C)nn12. RXN SMILES: [CH2:1]([CH3:2])[CH:3]([CH2:4][CH3:5])[c:6]1[cH:7][c:8]([CH3:27])[n:9][c:10]2[n:11]1[n:12][c:13]([CH3:26])[c:14]2-[c:15]1[cH:16][n:17][c:18](-[c:20]2[n:21]([CH3:25])[n:22][cH:23][n:24]2)[s:19]1.[CH3:39][C:40]#[N:41].[Cl:28][N:29]1[C:30](=[O:31])[CH2:32][CH2:33][C:34]1=[O:35].[Cl:36][CH2:37][Cl:38]>>[CH2:1]([CH3:2])[CH:3]([CH2:4][CH3:5])[c:6]1[cH:7][c:8]([CH3:27])[n:9][c:10]2[n:11]1[n:12][c:13]([CH3:26])[c:14]2-[c:15]1[c:16]([Cl:28])[n:17][c:18](-[c:20]2[n:21]([CH3:25])[n:22][cH:23][n:24]2)[s:19]1. The reactants are C(C)(C)(C)C1=NC=C(C(=N1)OCC)C=1N([C@]([C@](N1)(C)C1=CC=C(C=C1)Cl)(C)C1=CC=C(C=C1)Cl)C(=O)Cl ((4S,5R)-2-(2-tert-butyl-4-ethoxy-pyrimidin-5-yl)-4,5-bis-(4-chloro-phenyl)-4,5-dimethyl-4,5-dihydro-imidazole-1-carbonyl chloride), N1CCC(CC1)N1CCNC(CC1)=O (1-piperidin-4-yl-[1,4]diazepan-5-one). The product is C(C)(C)(C)C1=NC=C(C(=N1)OCC)C=1N([C@]([C@](N1)(C)C1=CC=C(C=C1)Cl)(C)C1=CC=C(C=C1)Cl)C(=O)N1CCC(CC1)N1CCNC(CC1)=O (1-{1-[(4S,5R)-2-(2-tert-Butyl-4-ethoxy-pyrimidin-5-yl)-4,5-bis-(4-chloro-phenyl)-4,5-dimethyl-4,5-dihydro-imidazole-1-carbonyl]-piperidin-4-yl}-[1,4]diazepan-5-one). Reaction SMILES: [C:1]([C:5]1[N:10]=[C:9]([O:11][CH2:12][CH3:13])[C:8]([C:14]2[N:15]([C:35](Cl)=[O:36])[C@@:16]([C:28]3[CH:33]=[CH:32][C:31]([Cl:34])=[CH:30][CH:29]=3)([CH3:27])[C@@:17]([C:20]3[CH:25]=[CH:24][C:23]([Cl:26])=[CH:22][CH:21]=3)([CH3:19])[N:18]=2)=[CH:7][N:6]=1)([CH3:4])([CH3:3])[CH3:2].[NH:38]1[CH2:43][CH2:42][CH:41]([N:44]2[CH2:50][CH2:49][C:48](=[O:51])[NH:47][CH2:46][CH2:45]2)[CH2:40][CH2:39]1>>[C:1]([C:5]1[N:10]=[C:9]([O:11][CH2:12][CH3:13])[C:8]([C:14]2[N:15]([C:35]([N:38]3[CH2:39][CH2:40][CH:41]([N:44]4[CH2:50][CH2:49][C:48](=[O:51])[NH:47][CH2:46][CH2:45]4)[CH2:42][CH2:43]3)=[O:36])[C@@:16]([C:28]3[CH:33]=[CH:32][C:31]([Cl:34])=[CH:30][CH:29]=3)([CH3:27])[C@@:17]([C:20]3[CH:25]=[CH:24][C:23]([Cl:26])=[CH:22][CH:21]=3)([CH3:19])[N:18]=2)=[CH:7][N:6]=1)([CH3:2])([CH3:3])[CH3:4]. Procedure: In a manner analogous to the method described in example 3, (4S,5R)-2-(2-tert-butyl-4-ethoxy-pyrimidin-5-yl)-4,5-bis-(4-chloro-phenyl)-4,5-dimethyl-4,5-dihydro-imidazole-1-carbonyl chloride was reacted with 1-piperidin-4-yl-[1,4]diazepan-5-one (ChemBridge) to give the title compound. HR-MS (ES, m/z) calculated for C38H48N7O3Cl2 [(M+H)+] 720.3190, observed 720.3190. The reactants are [BH4-], CC1Oc2ccc(CCN)cc2NC1=O, CO, O=Cc1cccc(Cl)c1, [Na+], C1CCOC1, O. Product: CC1Oc2ccc(CCNCc3cccc(Cl)c3)cc2NC1=O. As a reaction SMILES: [BH4-:25].[CH3:1][CH:2]1[O:3][c:4]2[c:5]([cH:9][c:10]([CH2:13][CH2:14][NH2:15])[cH:11][cH:12]2)[NH:6][C:7]1=[O:8].[CH3:33][OH:34].[Cl:16][c:17]1[cH:18][c:19]([CH:20]=[O:21])[cH:22][cH:23][cH:24]1.[Na+:26].[O:28]1[CH2:29][CH2:30][CH2:31][CH2:32]1.[OH2:27]>>[CH3:1][CH:2]1[O:3][c:4]2[c:5]([cH:9][c:10]([CH2:13][CH2:14][NH:15][CH2:20][c:19]3[cH:18][c:17]([Cl:16])[cH:24][cH:23][cH:22]3)[cH:11][cH:12]2)[NH:6][C:7]1=[O:8]. The reactants are [N+](=O)([O-])C=1C=COC2CCNS(C21)(=O)=O (8-nitro-3,4-dihydro-(2H)-5,1,2-benzoxathiazine 1,1-dioxide), ClC1=C(C=C(C=C1)[N+](=O)[O-])S(=O)(=O)NCCO (2-chloro-5-nitro-N-(2-hydroxyethyl)-benzenesulphonamide), [H][H] (hydrogen). The reagents and catalysts are [Ni] (Raney nickel). The solvent is CO (methanol). Run at temperature 0 celsius. The product is NC1=CC2=C(OCCNS2(=O)=O)C=C1 (8-amino-3,4-dihydro-(2H)-5,1,2-benzoxathiazepine 1,1-dioxide). RXN SMILES: [N+](C1C=COC2C=1S(=O)(=O)NCC2)([O-])=O.Cl[C:17]1[CH:22]=[CH:21][C:20]([N+:23]([O-])=O)=[CH:19][C:18]=1[S:26]([NH:29][CH2:30][CH2:31][OH:32])(=[O:28])=[O:27].[H][H]>CO.[Ni]>[NH2:23][C:20]1[CH:21]=[CH:22][C:17]2[O:32][CH2:31][CH2:30][NH:29][S:26](=[O:28])(=[O:27])[C:18]=2[CH:19]=1. Procedure details: 244 g of 8-nitro-3,4-dihydro-(2H)-5,1,2-benzoxathiazine 1,1-dioxide, which is accessible by an intramolecular condensation reaction from 2-chloro-5-nitro-N-(2-hydroxyethyl)-benzenesulphonamide (DOS (German Published Specification) 1,670,759), are suspended in 600 ml of methanol and are reduced in the presence of 3 g of freshly prepared Raney nickel as catalyst by injecting three times the equimolar amount of hydrogen in an autoclave at 50° C. When the reduction is complete, the catalyst is remov... The reactants are [Na].CC[C@H]([C@@H]1[C@H](C[C@@](O1)(C)[C@]2([C@@H](C[C@@](O2)(CC)[C@H](CC)O)C)O)C)C(=O)[C@@H](C)[C@H]([C@@H](C)[C@@H]3[C@H](C[C@H]([C@@H](O3)CC(=O)OO)C)C)O (sodium lysocellin), [Cl-].[Mn+2].[Cl-] (manganese chloride), C(C)O (ethanol). The solvent is O (water). Run at time 18 hour. The product is [Mn].CC[C@H]([C@@H]1[C@H](C[C@@](O1)(C)[C@]2([C@@H](C[C@@](O2)(CC)[C@H](CC)O)C)O)C)C(=O)[C@@H](C)[C@H]([C@@H](C)[C@@H]3[C@H](C[C@H]([C@@H](O3)CC(=O)OO)C)C)O (Manganese Lysocellin). RXN SMILES: [Na].[CH3:2][CH2:3][C@@H:4]([C:25]([C@H:27]([C@@H:29]([OH:45])[C@H:30]([C@H:32]1[O:37][C@@H:36]([CH2:38][C:39]([O:41][OH:42])=[O:40])[C@H:35]([CH3:43])[CH2:34][C@@H:33]1[CH3:44])[CH3:31])[CH3:28])=[O:26])[C@H:5]1[O:9][C@@:8]([C@:11]2([OH:23])[O:15][C@@:14]([C@@H:18]([OH:21])[CH2:19][CH3:20])([CH2:16][CH3:17])[CH2:13][C@H:12]2[CH3:22])([CH3:10])[CH2:7][C@@H:6]1[CH3:24].[Cl-].[Mn+2:47].[Cl-].C(O)C>O>[Mn:47].[CH3:2][CH2:3][C@@H:4]([C:25]([C@H:27]([C@@H:29]([OH:45])[C@H:30]([C@H:32]1[O:37][C@@H:36]([CH2:38][C:39]([O:41][OH:42])=[O:40])[C@H:35]([CH3:43])[CH2:34][C@@H:33]1[CH3:44])[CH3:31])[CH3:28])=[O:26])[C@H:5]1[O:9][C@@:8]([C@:11]2([OH:23])[O:15][C@@:14]([C@@H:18]([OH:21])[CH2:19][CH3:20])([CH2:16][CH3:17])[CH2:13][C@H:12]2[CH3:22])([CH3:10])[CH2:7][C@@H:6]1[CH3:24] |f:0.1,2.3.4,7.8,^1:0|. Procedure: A mixture of 6.5 g sodium lysocellin, 2.0 g manganese chloride and 100 ml of 90% ethanol was stirred and held at ambient temperature for 18 hours. Stirring was continued and water added slowly to precipitate a tacky semi-solid. Removal of the mother liquor by decantation and trituration of the residue with fresh water gave a filterable amorphous solid which was isolated and dried (6.4 g). The product had a melting point of 112.8° C. Analysis: Calculated % Mn (4.19); Found (3.75). Reactants: ice water, CCOCC (ether), CC1=NC(N=C1)=O (4-methylimidazol-2-one), [Cl-].[Al+3].[Cl-].[Cl-] (aluminum chloride), C(C1=CC=CC=C1)(=O)Cl (benzoyl chloride). Run in [N+](=O)([O-])C1=CC=CC=C1 (nitrobenzene). Reaction conditions: temperature 60 celsius. Yields the product C(C1=CC=CC=C1)(=O)C=1NC(NC1C)=O (4-Benzoyl-1,3-dihydro-5-methylimidazol-2-one). Reaction SMILES: [CH3:1][C:2]1[CH:6]=[N:5][C:4](=[O:7])[N:3]=1.[Cl-].[Al+3].[Cl-].[Cl-].[C:12](Cl)(=[O:19])[C:13]1[CH:18]=[CH:17][CH:16]=[CH:15][CH:14]=1.CCOCC>[N+](C1C=CC=CC=1)([O-])=O>[C:12]([C:6]1[NH:5][C:4](=[O:7])[NH:3][C:2]=1[CH3:1])(=[O:19])[C:13]1[CH:18]=[CH:17][CH:16]=[CH:15][CH:14]=1 |f:1.2.3.4|. Reported procedure: To a solution of 3.0 g of 4-methylimidazol-2-one and 8.0 g of aluminum chloride in 50 ml of nitrobenzene is added dropwise 4.6 g of benzoyl chloride. The solution is warmed at 60° C. for 4 hours, poured over ice water, slurried with ether and the resulting solids filtered and dried to yield the title compound. M.P. 250°-54° C.